From a dataset of the Open Reaction Database (ORD), a public repository of structured organic reaction records. describe an organic reaction: reactants, conditions, products, and yield The reactants are FC1=C(C=CC=C1)O (2-fluorophenol), ClC1=CC=C(C=C1)O (4-chlorophenol), BrC[C@H](CCl)C ((2S)-1-bromo-3-chloro-2-methylpropane), BrC[C@H](CCl)C ((2S)-1-bromo-3-chloro-2-methylpropane), ClC1=CC=C(C=C1)OC[C@H](CCl)C (1-CHLORO-4-{[(2R)-3-CHLORO-2-METHYLPROPYL]OXY}BENZENE). Product: ClC[C@@H](COC1=C(C=CC=C1)F)C (1-{[(2R)-3-CHLORO-2-METHYLPROPYL]OXY}-2-FLUOROBENZENE). RXN SMILES: [F:1][C:2]1[CH:7]=[CH:6][CH:5]=[CH:4][C:3]=1[OH:8].Br[CH2:10][C@@H:11]([CH3:14])[CH2:12][Cl:13].ClC1C=CC(OC[C@@H](C)CCl)=CC=1.ClC1C=CC(O)=CC=1>>[Cl:13][CH2:12][C@H:11]([CH3:14])[CH2:10][O:8][C:3]1[CH:4]=[CH:5][CH:6]=[CH:7][C:2]=1[F:1]. Procedure details: Prepared by Procedure U and Scheme AK using 2-fluorophenol and (2S)-1-bromo-3-chloro-2-methylpropane. 1-CHLORO-4-{[(2R)-3-CHLORO-2-METHYLPROPYL]OXY}BENZENE: Prepared by Procedure U and Scheme AK using 4-chlorophenol and (2S)-1-bromo-3-chloro-2-methylpropane. The reactants are CC(c1ccc(Br)cc1Cl)C(O)(c1ccc2c(c1)N(C)C(=O)CO2)C(F)(F)F, COC(=O)c1ccc(B(O)O)c(F)c1. Product: COC(=O)c1ccc(-c2ccc(C(C)C(O)(c3ccc4c(c3)N(C)C(=O)CO4)C(F)(F)F)c(Cl)c2)c(F)c1. Reaction SMILES: [Br:1][c:2]1[cH:3][c:4]([Cl:28])[c:5]([CH:8]([C:9]([C:10]([F:11])([F:12])[F:13])([OH:14])[c:15]2[cH:16][cH:17][c:18]3[c:19]([cH:26]2)[N:20]([CH3:25])[C:21](=[O:24])[CH2:22][O:23]3)[CH3:27])[cH:6][cH:7]1.[F:29][c:30]1[c:31]([B:40]([OH:41])[OH:42])[cH:32][cH:33][c:34]([C:36](=[O:37])[O:38][CH3:39])[cH:35]1>>[c:2]1(-[c:31]2[c:30]([F:29])[cH:35][c:34]([C:36](=[O:37])[O:38][CH3:39])[cH:33][cH:32]2)[cH:3][c:4]([Cl:28])[c:5]([CH:8]([C:9]([C:10]([F:11])([F:12])[F:13])([OH:14])[c:15]2[cH:16][cH:17][c:18]3[c:19]([cH:26]2)[N:20]([CH3:25])[C:21](=[O:24])[CH2:22][O:23]3)[CH3:27])[cH:6][cH:7]1. Starting materials: BrC1C(C2=CC=C(C=C2C1)C#N)=O (2-bromo-1-oxoindane-5-carbonitrile), CNC(=S)N (N-methylthiourea). Solvent: CC(=O)C (acetone). Conditions: time 90 minute. The product is Br.OC12N=C(SC1CC=1C=C(C=CC12)C#N)NC (3a-Hydroxy-2-methylamino-8,8a-dihydro-3aH-indeno[1,2-d]thiazole-6-carbonitrile hydrobromide), OC12N=C(SC1CC=1C=C(C=CC12)C#N)NC (3a-hydroxy-2-methylamino-8,8a-dihydro-3aH-indeno[1,2-d]thiazole-6-carbonitrile). Reaction SMILES: [Br:1][CH:2]1[CH2:10][C:9]2[C:4](=[CH:5][CH:6]=[C:7]([C:11]#[N:12])[CH:8]=2)[C:3]1=[O:13].[CH3:14][NH:15][C:16]([NH2:18])=[S:17]>CC(C)=O>[BrH:1].[OH:13][C:3]12[C:4]3[CH:5]=[CH:6][C:7]([C:11]#[N:12])=[CH:8][C:9]=3[CH2:10][CH:2]1[S:17][C:16]([NH:15][CH3:14])=[N:18]2.[OH:13][C:3]12[C:4]3[CH:5]=[CH:6][C:7]([C:11]#[N:12])=[CH:8][C:9]=3[CH2:10][CH:2]1[S:17][C:16]([NH:15][CH3:14])=[N:18]2 |f:3.4|. Procedure: 236 mg of 2-bromo-1-oxoindane-5-carbonitrile are dissolved in 10 ml of acetone and, at 0° C., 135 mg of N-methylthiourea are added. The mixture is stirred at room temperature for 3 h and at ice-bath temperature for 90 minutes. The precipitate is filtered off with suction, washed with acetone and dried in vacuo. The hydrobromide of 3a-hydroxy-2-methylamino-8,8a-dihydro-3aH-indeno[1,2-d]thiazole-6-carbonitrile is obtained with a melting point of 287-288° C. Reactants: substituted aryldiazonium, [Cl-].ClC1=CC=C(C=C1)[N+]#N (p-chlorobenzenediazonium chloride), [Cl-].ClC=1C=C(C=CC1)[N+]#N (m-chlorobenzenediazonium chloride). Product: [Cl-].C1(=CC(=CC=C1)[N+]#N)C (m-toluenediazonium chloride). RXN SMILES: [Cl-].[Cl:2][C:3]1[CH:8]=[CH:7][C:6]([N+:9]#[N:10])=[CH:5][CH:4]=1.[Cl-].Cl[C:13]1C=C([N+]#N)C=CC=1>>[Cl-:2].[C:8]1([CH3:13])[CH:3]=[CH:4][CH:5]=[C:6]([N+:9]#[N:10])[CH:7]=1 |f:0.1,2.3,4.5|. Reported procedure: When these processes are repeated using variously substituted aryldiazonium salts, very variable yields of between 40 and 85% of theory are obtained. For example, p-chlorobenzenediazonium chloride gives 43%, m-chlorobenzenediazonium chloride gives 36%, m-toluenediazonium chloride gives 69%, o-chlorobenzenediazonium chloride gives 36%, p-dimethylaminobenzenediazonium chloride gives 54%, p-carbamoylbenzenediazonium chloride gives 58%, benzenediazonium chloride gives 72%, p-methoxybenzenediazonium ...